This data is from the Open Reaction Database (ORD), a public repository of structured organic reaction records. The task is: describe an organic reaction: reactants, conditions, products, and yield Starting materials: CNC(C1=C(C(C(=O)O)=C(C(=C1I)C#N)I)I)=O (5-cyano-2,4,6-triiodoisophthalic acid monomethylamide), C([O-])([O-])=O.[Na+].[Na+] (sodium carbonate), ClCC(CO)O (1-chloro-2,3-propanediol). Run in CN(C=O)C (dimethylformamide). Yields the product OC(COC(C1=C(C(=C(C(=C1I)C#N)I)C(NC)=O)I)=O)CO (5-cyano-3-methylcarbamoyl-2,4,6-triiodobenzoic acid (2,3-dihydroxypropyl)ester). Isolated yield 71.7%. Reaction SMILES: [CH3:1][NH:2][C:3](=[O:18])[C:4]1[C:12]([I:13])=[C:11]([C:14]#[N:15])[C:10]([I:16])=[C:6]([C:7]([OH:9])=[O:8])[C:5]=1[I:17].C(=O)([O-])[O-].[Na+].[Na+].Cl[CH2:26][CH:27]([OH:30])[CH2:28][OH:29]>CN(C)C=O>[OH:30][CH:27]([CH2:28][OH:29])[CH2:26][O:8][C:7](=[O:9])[C:6]1[C:10]([I:16])=[C:11]([C:14]#[N:15])[C:12]([I:13])=[C:4]([C:3](=[O:18])[NH:2][CH3:1])[C:5]=1[I:17] |f:1.2.3|. Reported procedure: 60 g 5-cyano-2,4,6-triiodoisophthalic acid monomethylamide is heated in 150 ml of dimethylformamide with 22 g of sodium carbonate (anhydrous) and 28 g of 1-chloro-2,3-propanediol for 4 hours to 90° C. The mixture is then cooled, vacuum-filtered from the precipitated sodium chloride, and concentrated to dryness under vacuum. The residue is dissolved in 250 ml of ethyl acetate, the solution is filtered over active carbon, and the filtrate is concentrated to half its volume. The product is cooled i... Starting materials: NC1=CC=C(C(=O)N2CCN(CC2)CCC2=CC=C(C=C2)Cl)C=C1 (1-(4-aminobenzoyl)-4-[2-(4-chlorophenyl)ethyl]piperazine), C1(=CC=C(C=C1)S(=O)(=O)OCCOC(C)C)C (2-isopropyloxyethyl p-toluenesulfonate). Solvent: C1(=CC=CC=C1)C (toluene). The product is Cl.C(C)(C)OCCNC1=CC=C(C(=O)N2CCN(CC2)CCC2=CC=C(C=C2)Cl)C=C1 (1-{4-[N-(2-isopropyloxyethyl)amino]benzoyl}-4-[2-(4-chlorophenyl)ethyl]piperazine hydrochloride). RXN SMILES: [NH2:1][C:2]1[CH:24]=[CH:23][C:5]([C:6]([N:8]2[CH2:13][CH2:12][N:11]([CH2:14][CH2:15][C:16]3[CH:21]=[CH:20][C:19]([Cl:22])=[CH:18][CH:17]=3)[CH2:10][CH2:9]2)=[O:7])=[CH:4][CH:3]=1.C1(C)C=CC(S(O[CH2:35][CH2:36][O:37][CH:38]([CH3:40])[CH3:39])(=O)=O)=CC=1>C1(C)C=CC=CC=1>[ClH:22].[CH:38]([O:37][CH2:36][CH2:35][NH:1][C:2]1[CH:3]=[CH:4][C:5]([C:6]([N:8]2[CH2:13][CH2:12][N:11]([CH2:14][CH2:15][C:16]3[CH:21]=[CH:20][C:19]([Cl:22])=[CH:18][CH:17]=3)[CH2:10][CH2:9]2)=[O:7])=[CH:23][CH:24]=1)([CH3:40])[CH3:39] |f:3.4|. Procedure: 3.4 g of 1-(4-aminobenzoyl)-4-[2-(4-chlorophenyl)ethyl]piperazine and 2.6 g of 2-isopropyloxyethyl p-toluenesulfonate are suspended in 30 ml of toluene and heated to boiling point. The clear solution so obtained is boiled under reflux for 17 hours and then concentrated by evaporation. Water is added to the residue, and the mixture is rendered alkaline with concentrated sodium hydroxide solution and extracted by shaking with methylene chloride. The crude oil is chromatographed over silica gel and... The reactants are CC(N)C(=O)N1C(=O)C(C)c2ccccc2-c2c(N)cccc21, O=C(O)C=Cc1ccccc1. Product: CC(NCC=Cc1ccccc1)C(=O)N1C(=O)C(C)c2ccccc2-c2c(N)cccc21. RXN SMILES: [NH2:12][CH:13]([CH3:14])[C:15](=[O:16])[N:17]1[c:18]2[c:19]([c:30]([NH2:34])[cH:31][cH:32][cH:33]2)-[c:20]2[c:21]([cH:26][cH:27][cH:28][cH:29]2)[CH:22]([CH3:25])[C:23]1=[O:24].[OH:1][C:2](=[O:3])[CH:4]=[CH:5][c:6]1[cH:7][cH:8][cH:9][cH:10][cH:11]1>>[CH2:2]([CH:4]=[CH:5][c:6]1[cH:7][cH:8][cH:9][cH:10][cH:11]1)[NH:12][CH:13]([CH3:14])[C:15](=[O:16])[N:17]1[c:18]2[c:19]([c:30]([NH2:34])[cH:31][cH:32][cH:33]2)-[c:20]2[c:21]([cH:26][cH:27][cH:28][cH:29]2)[CH:22]([CH3:25])[C:23]1=[O:24]. Reactants: CCCCC(=O)Cl, O=C([O-])O, ClCCl, [Na+], Cl[Sn](Cl)(Cl)Cl, CCOC(=O)C(Cc1ccccc1)Oc1ccc2cc(-c3cc4ccccc4o3)ccc2c1C. The product is CCCCC(=O)c1c(-c2ccc3c(C)c(OC(Cc4ccccc4)C(=O)OCC)ccc3c2)oc2ccccc12. As a reaction SMILES: [C:35]([CH2:36][CH2:37][CH2:38][CH3:39])(=[O:40])[Cl:41].[C:47](=[O:48])([OH:49])[O-:50].[CH2:52]([Cl:53])[Cl:54].[Na+:51].[Sn:42]([Cl:43])([Cl:44])([Cl:45])[Cl:46].[o:1]1[c:2](-[c:10]2[cH:11][c:12]3[cH:13][cH:14][c:15]([O:21][CH:22]([C:23](=[O:24])[O:25][CH2:26][CH3:27])[CH2:28][c:29]4[cH:30][cH:31][cH:32][cH:33][cH:34]4)[c:16]([CH3:20])[c:17]3[cH:18][cH:19]2)[cH:3][c:4]2[c:5]1[cH:6][cH:7][cH:8][cH:9]2>>[o:1]1[c:2](-[c:10]2[cH:11][c:12]3[cH:13][cH:14][c:15]([O:21][CH:22]([C:23](=[O:24])[O:25][CH2:26][CH3:27])[CH2:28][c:29]4[cH:30][cH:31][cH:32][cH:33][cH:34]4)[c:16]([CH3:20])[c:17]3[cH:18][cH:19]2)[c:3]([C:35]([CH2:36][CH2:37][CH2:38][CH3:39])=[O:40])[c:4]2[c:5]1[cH:6][cH:7][cH:8][cH:9]2.